From a dataset of the Open Reaction Database (ORD), a public repository of structured organic reaction records. describe an organic reaction: reactants, conditions, products, and yield Reactants: [Al+3], [Cl-], [Cl-], [Cl-], ClCCCl, Cl, COc1cc(C=C(C#N)c2ccc(C(F)(F)F)nc2)cc([N+](=O)[O-])c1O, c1ccncc1. The product is N#CC(=Cc1cc(O)c(O)c([N+](=O)[O-])c1)c1ccc(C(F)(F)F)nc1. RXN SMILES: [Al+3:28].[Cl-:27].[Cl-:29].[Cl-:30].[Cl:38][CH2:39][CH2:40][Cl:41].[ClH:37].[OH:1][c:2]1[c:3]([O:25][CH3:26])[cH:4][c:5]([CH:11]=[C:12]([C:13]#[N:14])[c:15]2[cH:16][n:17][c:18]([C:21]([F:22])([F:23])[F:24])[cH:19][cH:20]2)[cH:6][c:7]1[N+:8](=[O:9])[O-:10].[cH:31]1[cH:32][cH:33][n:34][cH:35][cH:36]1>>[OH:1][c:2]1[c:3]([OH:25])[cH:4][c:5]([CH:11]=[C:12]([C:13]#[N:14])[c:15]2[cH:16][n:17][c:18]([C:21]([F:22])([F:23])[F:24])[cH:19][cH:20]2)[cH:6][c:7]1[N+:8](=[O:9])[O-:10].